Task: describe an organic reaction: reactants, conditions, products, and yield. Dataset: the Open Reaction Database (ORD), a public repository of structured organic reaction records The product is Cn1c(C(F)(F)F)cc(=O)n(-c2cc(Oc3cnccc3OCc3ccccc3)c(N)cc2F)c1=O. Reactants: Cn1c(C(F)(F)F)cc(=O)n(-c2cc(Oc3cnccc3OCc3ccccc3)c([N+](=O)[O-])cc2F)c1=O, CC(=O)O, CCOC(C)=O, [Fe], O. Reaction SMILES: [CH2:2]([c:3]1[cH:4][cH:5][cH:6][cH:7][cH:8]1)[O:9][c:10]1[c:11]([O:16][c:17]2[c:18]([N+:37]([O-:38])=[O:39])[cH:19][c:20]([F:36])[c:21](-[n:23]3[c:24](=[O:35])[n:25]([CH3:34])[c:26]([C:30]([F:31])([F:32])[F:33])[cH:27][c:28]3=[O:29])[cH:22]2)[cH:12][n:13][cH:14][cH:15]1.[CH3:40][C:41](=[O:42])[OH:43].[CH3:44][CH2:45][O:46][C:47](=[O:48])[CH3:49].[Fe:50].[OH2:1]>>[CH2:2]([c:3]1[cH:4][cH:5][cH:6][cH:7][cH:8]1)[O:9][c:10]1[c:11]([O:16][c:17]2[c:18]([NH2:37])[cH:19][c:20]([F:36])[c:21](-[n:23]3[c:24](=[O:35])[n:25]([CH3:34])[c:26]([C:30]([F:31])([F:32])[F:33])[cH:27][c:28]3=[O:29])[cH:22]2)[cH:12][n:13][cH:14][cH:15]1. The reactants are FC1=CC=C(C2=CC=CC=C12)B1OC(C(O1)(C)C)(C)C (2-(4-fluoro-naphthalen-1-yl)-4,4,5,5-tetramethyl-[1,3,2]dioxaborolane), ClC=1C=C(N=NC1)CN1C(=NC=C1)C (5-chloro-3-(2-methyl-imidazol-1-yl-methyl)-pyridazine). The product is Cl.FC1=CC=C(C2=CC=CC=C12)C=1C=C(N=NC1)CN1C(=NC=C1)C (5-(4-Fluoro-naphthalen-1-yl)-3-(2-methyl-imidazol-1-yl-methyl)-pyridazine hydrochloride). Reaction SMILES: [F:1][C:2]1[C:11]2[C:6](=[CH:7][CH:8]=[CH:9][CH:10]=2)[C:5](B2OC(C)(C)C(C)(C)O2)=[CH:4][CH:3]=1.[Cl:21][C:22]1[CH:23]=[C:24]([CH2:28][N:29]2[CH:33]=[CH:32][N:31]=[C:30]2[CH3:34])[N:25]=[N:26][CH:27]=1>>[ClH:21].[F:1][C:2]1[C:11]2[C:6](=[CH:7][CH:8]=[CH:9][CH:10]=2)[C:5]([C:22]2[CH:23]=[C:24]([CH2:28][N:29]3[CH:33]=[CH:32][N:31]=[C:30]3[CH3:34])[N:25]=[N:26][CH:27]=2)=[CH:4][CH:3]=1 |f:2.3|. Reported procedure: The title compound, MS: m/e=319.3 (M+H+), was prepared from 2-(4-fluoro-naphthalen-1-yl)-4,4,5,5-tetramethyl-[1,3,2]dioxaborolane and 5-chloro-3-(2-methyl-imidazol-1-yl-methyl)-pyridazine. The reactants are [O-]Cl, Cl, [Na+], [Na+], [OH-], O=C(O)c1cccnc1O. The product is O=C(O)c1cc(Cl)cnc1O. Reaction SMILES: [Cl:3][O-:4].[ClH:16].[Na+:2].[Na+:5].[OH-:1].[OH:6][c:7]1[c:8]([C:9](=[O:10])[OH:11])[cH:12][cH:13][cH:14][n:15]1>>[Cl:3][c:13]1[cH:12][c:8]([C:9](=[O:10])[OH:11])[c:7]([OH:6])[n:15][cH:14]1.